This data is from the Open Reaction Database (ORD), a public repository of structured organic reaction records. The task is: describe an organic reaction: reactants, conditions, products, and yield Starting materials: C1(=CC=CC=C1)C(OC1CCN(CC1)CCCOC1=C(C=CC=C1)NS(=O)(=O)C)C1=CC=CC=C1 (4-diphenylmethoxy-1-[3-(2-methanesulfonylaminophenoxy)propyl]piperidine), Cl (HCl), resultant solution. The solvent is C(C)O (ethanol). Product: Cl.C1(=CC=CC=C1)C(OC1CCN(CC1)CCCOC1=C(C=CC=C1)NS(=O)(=O)C)C1=CC=CC=C1 (4-diphenylmethoxy-1-[3-(2-methanesulfonylaminophenoxy)propyl]piperidine hydrochloride). As a reaction SMILES: [C:1]1([CH:7]([C:30]2[CH:35]=[CH:34][CH:33]=[CH:32][CH:31]=2)[O:8][CH:9]2[CH2:14][CH2:13][N:12]([CH2:15][CH2:16][CH2:17][O:18][C:19]3[CH:24]=[CH:23][CH:22]=[CH:21][C:20]=3[NH:25][S:26]([CH3:29])(=[O:28])=[O:27])[CH2:11][CH2:10]2)[CH:6]=[CH:5][CH:4]=[CH:3][CH:2]=1.[ClH:36]>C(O)C>[ClH:36].[C:1]1([CH:7]([C:30]2[CH:31]=[CH:32][CH:33]=[CH:34][CH:35]=2)[O:8][CH:9]2[CH2:14][CH2:13][N:12]([CH2:15][CH2:16][CH2:17][O:18][C:19]3[CH:24]=[CH:23][CH:22]=[CH:21][C:20]=3[NH:25][S:26]([CH3:29])(=[O:28])=[O:27])[CH2:11][CH2:10]2)[CH:6]=[CH:5][CH:4]=[CH:3][CH:2]=1 |f:3.4|. Procedure: Into 20 ml of ethanol was dissolved 0.50 g of 4-diphenylmethoxy-1-[3-(2-methanesulfonylaminophenoxy)propyl]piperidine obtained in Example 1 (c), and 0.13 ml of 36% HCl was added dropwise to the resultant solution with cooling and stirring. The mixture was dried under reduced pressure to form a solid. The residue was recrystallized from isopropyl alcohol to give 0.43 g of the desired compound. Reaction SMILES: [C:1]([CH3:2])([CH3:3])([CH3:4])[Si:5]([N:6]1[C:7](=[O:19])[CH:8]([CH:16]([CH3:17])[OH:18])[CH:9]1[C:10]#[C:11][Si:12]([CH3:13])([CH3:14])[CH3:15])([CH3:20])[CH3:21].[CH3:22][CH2:23][O:24][C:25](=[O:26])[CH3:27]>>[C:1]([CH3:2])([CH3:3])([CH3:4])[Si:5]([N:6]1[C:7](=[O:19])[CH:8]([C:16]([CH3:17])=[O:18])[CH:9]1[C:10]#[C:11][Si:12]([CH3:13])([CH3:14])[CH3:15])([CH3:20])[CH3:21]. Starting materials: CC(O)C1C(=O)N([Si](C)(C)C(C)(C)C)C1C#C[Si](C)(C)C, CCOC(C)=O. Yields the product CC(=O)C1C(=O)N([Si](C)(C)C(C)(C)C)C1C#C[Si](C)(C)C.